Dataset: the Open Reaction Database (ORD), a public repository of structured organic reaction records. Task: describe an organic reaction: reactants, conditions, products, and yield The reactants are P(=O)(O)(O)O[C@H]1[C@H]([C@@H](O[C@@H]1CO)N1C=NC=2C(=O)NC(N)=NC12)O (guanosine-3'-monophosphate), C1(CCCCC1)N=C=NC1CCCCC1 (dicyclohexyl carbodiimide), C(C)(C)(C)O (tertiary butanol). Solvent: O.N (ammonia water), C(=O)N (formamide). Run at temperature 80 celsius, time 8 hour. Product: P(O)(=O)(N)O[C@H]1[C@H]([C@@H](O[C@@H]1CO)N1C=NC=2C(=O)NC(N)=NC12)O (guanosine-3'-monophosphoramidate). Yield: 50.0%. Reaction SMILES: [P:1]([O:5][C@@H:6]1[C@@H:10]([CH2:11][OH:12])[O:9][C@@H:8]([N:13]2[C:23]3[N:22]=[C:20]([NH2:21])[NH:19][C:17](=[O:18])[C:16]=3[N:15]=[CH:14]2)[C@@H:7]1[OH:24])(O)([OH:3])=[O:2].C(O)(C)(C)C.C1([N:36]=C=NC2CCCCC2)CCCCC1>O.N.C(N)=O>[P:1]([O:5][C@@H:6]1[C@@H:10]([CH2:11][OH:12])[O:9][C@@H:8]([N:13]2[C:23]3[N:22]=[C:20]([NH2:21])[NH:19][C:17](=[O:18])[C:16]=3[N:15]=[CH:14]2)[C@@H:7]1[OH:24])([NH2:36])(=[O:2])[OH:3] |f:3.4|. Reported procedure: Three millimoles of guanosine-3'-monophosphate were dissolved in a mixture of 7.5 ml of 2 N ammonia water and 5 ml of formamide, the solution was combined with 20 ml of tertiary butanol that contained 15 millimoles of dicyclohexyl carbodiimide, and the resulting mixture was heated at 80° C. for a period of 9 to 10 hours with care taken to prevent evaporation of the solvent. After the reaction, the mixture was left to stand overnight at room temperature, the precipitate was filtered off, the filt... Starting materials: BrCCCCC#N (5-bromovaleronitrile), [N-]=[N+]=[N-].[Na+] (sodium azide). Solvent: O (water), CN(C=O)C (N, N-dimethylformamide). Conditions: temperature 100 celsius, time 4 hour. Yields the product N(=[N+]=[N-])CCCCC#N (5-Azido valeronitrile). As a reaction SMILES: Br[CH2:2][CH2:3][CH2:4][CH2:5][C:6]#[N:7].[N-:8]=[N+:9]=[N-:10].[Na+]>CN(C)C=O.O>[N:8]([CH2:2][CH2:3][CH2:4][CH2:5][C:6]#[N:7])=[N+:9]=[N-:10] |f:1.2|. Procedure: A solution of 5-bromovaleronitrile (48.6 g, 0.3 mol) in N, N-dimethylformamide (600 ml) was treated with sodium azide (23.4 g, 0.36 mol) and stirred at 100° C. for 4 h. The reaction mixture was cooled to 23° C. and diluted with water (500 ml); the resulting solution was extracted with ether (4×400 ml). The ether extracts were combined, washed with water (3×200 ml) and dried over anhydrous magnesium sulfate. The evaporation of ether under reduced pressure gave a yellow liquid which was distilled ...